This data is from the Open Reaction Database (ORD), a public repository of structured organic reaction records. The task is: describe an organic reaction: reactants, conditions, products, and yield Reactants: COC=1C=C(CBr)C=C(C1C(C)C)OC (3,5-dimethoxy-4-i-propylbenzyl bromide), C(C1=CC=CC=C1)(=O)C1=CC=CC=C1 (benzophenone), example 1 ( b ). The product is COC=1C=C(C=C(C1C(C)C)OC)CC(O)(C1=CC=CC=C1)C1=CC=CC=C1 (2-(3,5-Dimethoxy-4-i-propylphenyl)-1,1-diphenyl ethanol). As a reaction SMILES: [CH3:1][O:2][C:3]1[CH:4]=[C:5]([CH:8]=[C:9]([O:14][CH3:15])[C:10]=1[CH:11]([CH3:13])[CH3:12])[CH2:6]Br.[C:16]([C:24]1[CH:29]=[CH:28][CH:27]=[CH:26][CH:25]=1)(=[O:23])[C:17]1[CH:22]=[CH:21][CH:20]=[CH:19][CH:18]=1>>[CH3:1][O:2][C:3]1[CH:4]=[C:5]([CH2:6][C:16]([C:17]2[CH:22]=[CH:21][CH:20]=[CH:19][CH:18]=2)([C:24]2[CH:29]=[CH:28][CH:27]=[CH:26][CH:25]=2)[OH:23])[CH:8]=[C:9]([O:14][CH3:15])[C:10]=1[CH:11]([CH3:13])[CH3:12]. Procedure details: This compound was prepared from 3,5-dimethoxy-4-i-propylbenzyl bromide obtained in example 6(b), Mg and benzophenone by the same procedure as described in example 1 (b). 1HNMR (CDCl3, ppm): δ 1.24 (d, J=7.1 Hz, 6H), 3.3-3.5 (m, 1H), 3.56 (s, 6H), 3.72 (d, J=15.4 Hz, 2H), 6.04 (s, 2H), 7.2-7.7 (m, 10H). The reactants are BrC=1C=C2CCCN(C2=CC1)C1CN(CC1)C(=O)OC(C)(C)C (tert-butyl 3-(6-bromo-3,4-dihydroquinolin-1(2H)-yl)pyrrolidine-1-carboxylate), solution, [F-].C(CCC)[N+](CCCC)(CCCC)CCCC (tetrabutylammonium fluoride), P(C(C)(C)C)(C(C)(C)C)C(C)(C)C (PtBu3), lithium hexamethyldisilizane. Reagents/catalysts: C=1C=CC(=CC1)/C=C/C(=O)/C=C/C2=CC=CC=C2.C=1C=CC(=CC1)/C=C/C(=O)/C=C/C2=CC=CC=C2.C=1C=CC(=CC1)/C=C/C(=O)/C=C/C2=CC=CC=C2.[Pd].[Pd] (Pd2(dba)3). Solvent: C1CCOC1 (THF), CO.C(Cl)Cl (MeOH CH2Cl2), C1CCOC1 (THF), hexanes, C1CCOC1 (THF). Conditions: time 5 minute. The product is NC=1C=C2CCCN(C2=CC1)C1CN(CC1)C(=O)OC(C)(C)C (tert-Butyl 3-(6-amino-3,4-dihydroquinolin-1(2H)-yl)pyrrolidine-1-carboxylate). Yield: 93.1%. Reaction SMILES: P(C(C)(C)C)(C(C)(C)C)C(C)(C)C.Br[C:15]1[CH:16]=[C:17]2[C:22](=[CH:23][CH:24]=1)[N:21]([CH:25]1[CH2:29][CH2:28][N:27]([C:30]([O:32][C:33]([CH3:36])([CH3:35])[CH3:34])=[O:31])[CH2:26]1)[CH2:20][CH2:19][CH2:18]2.[F-].C([N+:42](CCCC)(CCCC)CCCC)CCC>C1COCC1.CO.C(Cl)Cl.C1C=CC(/C=C/C(/C=C/C2C=CC=CC=2)=O)=CC=1.C1C=CC(/C=C/C(/C=C/C2C=CC=CC=2)=O)=CC=1.C1C=CC(/C=C/C(/C=C/C2C=CC=CC=2)=O)=CC=1.[Pd].[Pd]>[NH2:42][C:15]1[CH:16]=[C:17]2[C:22](=[CH:23][CH:24]=1)[N:21]([CH:25]1[CH2:29][CH2:28][N:27]([C:30]([O:32][C:33]([CH3:36])([CH3:35])[CH3:34])=[O:31])[CH2:26]1)[CH2:20][CH2:19][CH2:18]2 |f:2.3,5.6,7.8.9.10.11|. Reported procedure: A suspension of Pd2(dba)3 (46 mg, 0.05 mmol) in 2 mL anhydrous THF was treated with PtBu3 (600 μL of a 10% wt in hexanes solution, 0.2 mmol) and stirred at room temperature for 5 minutes. A solution of tert-butyl 3-(6-bromo-3,4-dihydroquinolin-1(2H)-yl)pyrrolidine-1-carboxylate (381 mg, 1.00 mmol) followed by lithium hexamethyldisilizane (2.0 mL of a 1 M solution in THF, 2.0 mmol). The resulting dark brown suspension was heated at 95° C. for 1.5 hours. The mixture was cooled to room temperature ...